Dataset: the Open Reaction Database (ORD), a public repository of structured organic reaction records. Task: describe an organic reaction: reactants, conditions, products, and yield Reactants: FC1=C(C2=CN(N=C2C=C1)C)[C@H]1[C@@H](C1)CO (trans-[2-(5-fluoro-2-methyl-2H-indazol-4-yl)cyclopropyl]methanol), N(=NC(=O)OCC)C(=O)OCC (diethyl azodicarboxylate), C1(=CC=CC=C1)P(C1=CC=CC=C1)C1=CC=CC=C1 (triphenylphosphine), C1(C=2C(C(N1)=O)=CC=CC2)=O (phthalimide). Solvent: O1CCCC1 (tetrahydrofuran), C1(=CC=CC=C1)C (toluene). Run at time 1.5 hour. Product: FC1=C(C2=CN(N=C2C=C1)C)[C@H]1[C@@H](C1)CN1C(C2=CC=CC=C2C1=O)=O (trans-2-{[2-(5-fluoro-2-methyl-2H-indazol-4-yl)cyclopropyl]methyl}-1H-isoindole-1,3(2H)-dione), product. Reaction SMILES: [F:1][C:2]1[CH:10]=[CH:9][C:8]2[C:4](=[CH:5][N:6]([CH3:11])[N:7]=2)[C:3]=1[C@@H:12]1[CH2:14][C@H:13]1[CH2:15]O.N(C(OCC)=O)=NC(OCC)=O.C1(P(C2C=CC=CC=2)C2C=CC=CC=2)C=CC=CC=1.[C:48]1(=[O:58])[NH:52][C:51](=[O:53])[C:50]2=[CH:54][CH:55]=[CH:56][CH:57]=[C:49]12>O1CCCC1.C1(C)C=CC=CC=1>[F:1][C:2]1[CH:10]=[CH:9][C:8]2[C:4](=[CH:5][N:6]([CH3:11])[N:7]=2)[C:3]=1[C@@H:12]1[CH2:14][C@H:13]1[CH2:15][N:52]1[C:48](=[O:58])[C:49]2[C:50](=[CH:54][CH:55]=[CH:56][CH:57]=2)[C:51]1=[O:53]. Reported procedure: To a solution of trans-[2-(5-fluoro-2-methyl-2H-indazol-4-yl)cyclopropyl]methanol (500 mg, 2.27 mmol) in tetrahydrofuran (22 mL) were added a solution (40%, 1.24 mL, 2.72 mmol) of diethyl azodicarboxylate in toluene, triphenylphosphine (774 mg, 2.95 mmol) and phthalimide (434 mg, 2.95 mmol), and the mixture was stirred under nitrogen atmosphere at room temperature for 1.5 hr. The solvent was evaporated under reduced pressure. The residue was purified by silica gel column chromatography (NH, ethy... Reaction SMILES: [NH2:1][C@H:2]1[CH2:7][C@@H:6]([CH2:8][OH:9])[CH2:5][N:4]([C:10]([O:12][CH2:13][C:14]2[CH:19]=[CH:18][CH:17]=[CH:16][CH:15]=2)=[O:11])[C@H:3]1[C:20]1[CH:25]=[CH:24][CH:23]=[CH:22][CH:21]=1.CO[C:28]1[CH:29]=[C:30]([CH:33]=[C:34]([O:36][C:37]([F:40])([F:39])[F:38])[CH:35]=1)[CH:31]=O.[BH-](OC(C)=O)(OC(C)=O)[O:42][C:43](C)=O.[Na+].C([O-])([O-])=O.[Na+].[Na+]>C(Cl)Cl>[CH2:13]([O:12][C:10]([N:4]1[CH2:5][C@H:6]([CH2:8][OH:9])[CH2:7][C@H:2]([NH:1][CH2:31][C:30]2[CH:33]=[C:34]([O:36][C:37]([F:38])([F:39])[F:40])[CH:35]=[CH:28][C:29]=2[O:42][CH3:43])[C@@H:3]1[C:20]1[CH:21]=[CH:22][CH:23]=[CH:24][CH:25]=1)=[O:11])[C:14]1[CH:15]=[CH:16][CH:17]=[CH:18][CH:19]=1 |f:2.3,4.5.6|. Conditions: time 40 minute. The solvent is C(Cl)Cl (CH2Cl2). Product: C(C1=CC=CC=C1)OC(=O)N1[C@H]([C@H](C[C@H](C1)CO)NCC1=C(C=CC(=C1)OC(F)(F)F)OC)C1=CC=CC=C1 ((2S*,3S*,5R*)-1-Benzyloxycarbonyl-5-hydroxymethyl-3-[N-(2-methoxy-5-trifluoromethoxybenzyl)amino]-2-phenylpiperidine). Starting materials: [BH-](OC(=O)C)(OC(=O)C)OC(=O)C.[Na+] (NaB(OAc)3H), C(=O)([O-])[O-].[Na+].[Na+] (Na2CO3), N[C@@H]1[C@@H](N(C[C@@H](C1)CO)C(=O)OCC1=CC=CC=C1)C1=CC=CC=C1 ((2S*,3S*,5R*)-3-amino-1-benzyloxycarbonyl-5-hydroxymethyl-2-phenylpiperidine), COC=1C=C(C=O)C=C(C1)OC(F)(F)F (3-methoxy-5-trifluoromethoxybenzaldehyde), [BH-](OC(=O)C)(OC(=O)C)OC(=O)C.[Na+] (NaB(OAc)3H). Procedure: To a stirred solution of (2S*,3S*,5R*)-3-amino-1-benzyloxycarbonyl-5-hydroxymethyl-2-phenylpiperidine (0.405 g, 1.14 mmol) and 3-methoxy-5-trifluoromethoxybenzaldehyde (0.301 g, 1.71 mmol) in dry CH2Cl2 (25.0 ml) was added NaB(OAc)3H (0.362 g, 1.71 mmol) portionwise. The mixture was sonicated to dissolve the NaB(OAc)3H added, and then stirred at room temperature for 2 hours and 40 minutes. To this was added sat. Na2CO3 aq. solution (12.0 ml), and the CH2Cl2 layer was separated. The aqueous layer... The yield is 116.0%.